From a dataset of the Open Reaction Database (ORD), a public repository of structured organic reaction records. describe an organic reaction: reactants, conditions, products, and yield Reactants: [Si](C1=CC=CC=C1)(C1=CC=CC=C1)(C(C)(C)C)OC1=CC=C(OC[C@H](CNCCC2=CC=C(NC3CCN(CC3)C(=O)NCCC3=CC=C(C=C3)CC)C=C2)O)C=C1 (4-[4-(2-{[(2S)-3-(4-{[tert-Butyl(diphenyl)silyl]oxy}phenoxy)-2-hydroxy-propyl]amino}ethyl)anilino]-N-(4-ethylphenethyl)-1-piperidinecarboxamide). Solvent: C(Cl)(Cl)Cl.CO (chloroform methanol). Yields the product C(C)C1=CC=C(C=C1)CCNC(=O)N1CCC(CC1)NC1=CC=C(C=C1)CCNC[C@@H](COC1=CC=C(C=C1)O)O (4-(4-{2-[(2S)-2-Hydroxy-3-(4-hydroxy-phenoxy)-propylamino]-ethyl}-phenylamino)-piperidine-1-carboxylic Acid [2-(4-ethyl-phenyl)-ethyl]-amide). Yield: 35.2%. RXN SMILES: [Si]([O:18][C:19]1[CH:58]=[CH:57][C:22]([O:23][CH2:24][C@@H:25]([OH:56])[CH2:26][NH:27][CH2:28][CH2:29][C:30]2[CH:55]=[CH:54][C:33]([NH:34][CH:35]3[CH2:40][CH2:39][N:38]([C:41]([NH:43][CH2:44][CH2:45][C:46]4[CH:51]=[CH:50][C:49]([CH2:52][CH3:53])=[CH:48][CH:47]=4)=[O:42])[CH2:37][CH2:36]3)=[CH:32][CH:31]=2)=[CH:21][CH:20]=1)(C(C)(C)C)(C1C=CC=CC=1)C1C=CC=CC=1>C(Cl)(Cl)Cl.CO>[CH2:52]([C:49]1[CH:50]=[CH:51][C:46]([CH2:45][CH2:44][NH:43][C:41]([N:38]2[CH2:39][CH2:40][CH:35]([NH:34][C:33]3[CH:54]=[CH:55][C:30]([CH2:29][CH2:28][NH:27][CH2:26][C@H:25]([OH:56])[CH2:24][O:23][C:22]4[CH:21]=[CH:20][C:19]([OH:18])=[CH:58][CH:57]=4)=[CH:31][CH:32]=3)[CH2:36][CH2:37]2)=[O:42])=[CH:47][CH:48]=1)[CH3:53] |f:1.2|. Reported procedure: 4-[4-(2-{[(2S)-3-(4-{[tert-Butyl(diphenyl)silyl]oxy}phenoxy)-2-hydroxy-propyl]amino}ethyl)anilino]-N-(4-ethylphenethyl)-1-piperidinecarboxamide (0.295 g, 0.369 mmol) -was reacted according to Procedure H (eluant: 5:1 chloroform-methanol containing 1% ammonium hydroxide) to give the title compound (0.078 g, 0.13 mmol).